This data is from the Open Reaction Database (ORD), a public repository of structured organic reaction records. The task is: describe an organic reaction: reactants, conditions, products, and yield The reactants are C1(CCCCC1)C=1C=CC2=C(C(CSC2C(=O)OCC)=O)C1 (ethyl 6-cyclohexyl-3,4-dihydro-1H-2-benzothiopyran-4-one-1-carboxylate), [OH-].[K+] (KOH), O (water). The solvent is CO (methanol). Reaction conditions: time 1 hour. Yields the product C1(CCCCC1)C=1C=CC2=C(C(CSC2C(=O)O)=O)C1 (6-cyclohexyl-3,4-dihydro-1H-2-benzothiopyran-4-one-1-carboxylic acid). Yield: 69.6%. RXN SMILES: [CH:1]1([C:7]2[CH:8]=[CH:9][C:10]3[CH:15]([C:16]([O:18]CC)=[O:17])[S:14][CH2:13][C:12](=[O:21])[C:11]=3[CH:22]=2)[CH2:6][CH2:5][CH2:4][CH2:3][CH2:2]1.[OH-].[K+].O>CO>[CH:1]1([C:7]2[CH:8]=[CH:9][C:10]3[CH:15]([C:16]([OH:18])=[O:17])[S:14][CH2:13][C:12](=[O:21])[C:11]=3[CH:22]=2)[CH2:2][CH2:3][CH2:4][CH2:5][CH2:6]1 |f:1.2|. Procedure details: In methanol (200 ml) was suspended ethyl 6-cyclohexyl-3,4-dihydro-1H-2-benzothiopyran-4-one-1-carboxylate (52 g) followed by addition of 2N-KOH (100 ml). The mixture was stirred at room temperature for one hour, poured into water, acidified and extracted with ethyl acetate. The ethyl acetate layer was washed with water, dried (MgSO4) and the solvent was distilled off to give 6-cyclohexyl-3,4-dihydro-1H-2-benzothiopyran-4-one-1-carboxylic acid (33 g, yield 73%). Recrystallization from ethyl aceta... Reactants: [NH4+].[Cl-] (NH4Cl), C(C)OP(=O)(OCC)CC(=O)OC (Methyl diethylphosphonoacetate), [H-].[Na+] (NaH), C(C)(=O)C1=CC2=CC=C(C=C2C=C1)OC (2-acetyl-6-methoxynaphthalene). Run in O (water), C1CCOC1 (THF), C1CCOC1 (THF). The product is COC=1C=C2C=CC(=CC2=CC1)C(=CC(=O)OC)C (methyl 3-(6-methoxy-2-naphthyl)-2-butenoate). Isolated yield 58.5%. RXN SMILES: C(OP([CH2:9][C:10]([O:12][CH3:13])=[O:11])(OCC)=O)C.[H-].[Na+].[C:16]([C:19]1[CH:28]=[CH:27][C:26]2[C:21](=[CH:22][CH:23]=[C:24]([O:29][CH3:30])[CH:25]=2)[CH:20]=1)(=O)[CH3:17].[NH4+].[Cl-]>C1COCC1.O>[CH3:30][O:29][C:24]1[CH:25]=[C:26]2[C:21](=[CH:22][CH:23]=1)[CH:20]=[C:19]([C:16]([CH3:17])=[CH:9][C:10]([O:12][CH3:13])=[O:11])[CH:28]=[CH:27]2 |f:1.2,4.5|. Procedure: Methyl diethylphosphonoacetate (1.6 g, 7 5 mmol) and NaH (0.19 g, 7.5 mmol) in THF (25 mL) was added to 2-acetyl-6-methoxynaphthalene (1.5 g, 7.5 mmol) in THF (50 mL) at 23° C. under nitrogen. After refluxing for 20 hours, the reaction mixture was cooled, saturated NH4Cl added, and the mixture poured into water. The solution was extracted with ether and the organic extracts were dried (MgSO4) and the solvent evaporated. Chromatography (silica gel, ether/pentane) afforded methyl 3-(6-methoxy-2-na... Reactants: COC(=O)[C@@H]1CC[C@H](CC1)C1=NOC(=C1Br)C (trans-4-(4-bromo-5-methyl-isoxazol-3-yl)-cyclohexanecarboxylic acid methyl ester), [Cl-].C[Zn+] (methyl zinc chloride), CN1C(N(CC1)C)=O (1,3-dimethyl-2-imidazolidinone). Reagents/catalysts: C(C)(C)N1C(N(C=C1)C(C)C)=[Pd-2](C1=NC=CC=C1Cl)Cl ((1,3-diisopropylimidazol-2-ylidene)(3-chloropyridyl)palladium(II) chloride). Run in O1CCCC1 (tetrahydrofuran), O1CCCC1 (tetrahydrofuran). Conditions: temperature 50 celsius. Yields the product COC(=O)[C@@H]1CC[C@H](CC1)C1=NOC(=C1C)C (trans-4-(4,5-Dimethyl-isoxazol-3-yl)-cyclohexanecarboxylic acid methyl ester). Yield: 84.0%. Reaction SMILES: [CH3:1][O:2][C:3]([C@H:5]1[CH2:10][CH2:9][C@H:8]([C:11]2[C:15](Br)=[C:14]([CH3:17])[O:13][N:12]=2)[CH2:7][CH2:6]1)=[O:4].[Cl-].C[Zn+].[CH3:21]N1CCN(C)C1=O>C(N1C=CN(C(C)C)C1=[Pd-2](Cl)C1C(Cl)=CC=CN=1)(C)C.O1CCCC1>[CH3:1][O:2][C:3]([C@H:5]1[CH2:10][CH2:9][C@H:8]([C:11]2[C:15]([CH3:21])=[C:14]([CH3:17])[O:13][N:12]=2)[CH2:7][CH2:6]1)=[O:4] |f:1.2|. Procedure details: To a solution of trans-4-(4-bromo-5-methyl-isoxazol-3-yl)-cyclohexanecarboxylic acid methyl ester (660 mg, 2.18 mmol) and 2 M methyl zinc chloride solution in tetrahydrofuran (1.64 ml, 3.28 mmol) in a 4:1 mixture of tetrahydrofuran and 1,3-dimethyl-2-imidazolidinone (12 ml) was added (1,3-diisopropylimidazol-2-ylidene)(3-chloropyridyl)palladium(II) chloride (29.7 mg, 43.7 μmol) at room temperature. The reaction mixture was heated at 50° C. for 2 h. The reaction mixture was partitioned between te... As a reaction SMILES: [C:33].[CH3:35][OH:36].[Cl:2][c:3]1[n:4][cH:5][cH:6][c:7]([N:9]2[CH2:10][CH2:11][N:12]([C:15](=[O:16])[c:17]3[n:18][c:19](-[c:23]4[cH:24][c:25]([O:31][CH3:32])[c:26]([O:29][CH3:30])[cH:27][cH:28]4)[cH:20][cH:21][cH:22]3)[CH2:13][CH2:14]2)[n:8]1.[OH2:1].[Pd:34]>>[cH:3]1[n:4][cH:5][cH:6][c:7]([N:9]2[CH2:10][CH2:11][N:12]([C:15](=[O:16])[c:17]3[n:18][c:19](-[c:23]4[cH:24][c:25]([O:31][CH3:32])[c:26]([O:29][CH3:30])[cH:27][cH:28]4)[cH:20][cH:21][cH:22]3)[CH2:13][CH2:14]2)[n:8]1. The reactants are C, CO, COc1ccc(-c2cccc(C(=O)N3CCN(c4ccnc(Cl)n4)CC3)n2)cc1OC, O, [Pd]. Yields the product COc1ccc(-c2cccc(C(=O)N3CCN(c4ccncn4)CC3)n2)cc1OC. The reactants are Nc1ccc(Br)c(C(F)(F)F)c1, ClCCl, CCO, CNC(=O)C(C)(C)OC(C)=O, Cl. The product is CNC(=Nc1ccc(Br)c(C(F)(F)F)c1)C(C)(C)OC(C)=O. As a reaction SMILES: [Br:15][c:16]1[c:17]([C:23]([F:24])([F:25])[F:26])[cH:18][c:19]([NH2:20])[cH:21][cH:22]1.[CH2:1]([Cl:2])[Cl:3].[CH3:28][CH2:29][OH:30].[CH3:4][NH:5][C:6]([C:7]([CH3:8])([CH3:9])[O:10][C:11]([CH3:12])=[O:13])=[O:14].[ClH:27]>>[CH3:4][NH:5][C:6]([C:7]([CH3:8])([CH3:9])[O:10][C:11]([CH3:12])=[O:13])=[N:20][c:19]1[cH:18][c:17]([C:23]([F:24])([F:25])[F:26])[c:16]([Br:15])[cH:22][cH:21]1. Starting materials: [Br-], CN1c2ccncc2N=Cc2cccn21, C1CCOC1, [Mg+]c1ccccc1. Yields the product CN1c2ccncc2NC(c2ccccc2)c2cccn21. Reaction SMILES: [Br-:1].[CH3:9][N:10]1[n:11]2[c:12]([cH:21][cH:22][cH:23]2)[CH:13]=[N:14][c:15]2[c:16]1[cH:17][cH:18][n:19][cH:20]2.[O:24]1[CH2:25][CH2:26][CH2:27][CH2:28]1.[c:2]1([Mg+:8])[cH:3][cH:4][cH:5][cH:6][cH:7]1>>[c:2]1([CH:13]2[c:12]3[n:11]([cH:23][cH:22][cH:21]3)[N:10]([CH3:9])[c:16]3[c:15]([cH:20][n:19][cH:18][cH:17]3)[NH:14]2)[cH:3][cH:4][cH:5][cH:6][cH:7]1. Conditions: time 5 hour. Starting materials: NCC(O)C1=CC(=CC=C1)Cl (2-amino-1-(3-chlorophenyl)ethanol), O=C(COC1=CC=C(C=C1)CC(=O)OC)C (methyl 4-(2-oxopropoxy)phenylacetate), O (water). Run in C1=CC=CC=C1 (benzene). Procedure details: A solution of 2.2 g of 2-amino-1-(3-chlorophenyl)ethanol (prepared as described in Preparation 8) and 2.6 g of methyl 4-(2-oxopropoxy)phenylacetate (prepared as described in Preparation 3) in 200 ml of benzene was heated under reflux for about 2 hours, whilst the water being formed during the reaction was continuously removed. At the end of this time, the reaction mixture was freed from the benzene used as solvent by distillation under reduced pressure, and the resulting residue was dissolved in... Product: COC(=O)CC1=CC=C(OCC(C)NCC(O)C2=CC(=CC=C2)Cl)C=C1 (2-[2-(4-Methoxycarbonylmethylphenoxy)-1-methylethyl]amino-1-(3-chlorophenyl)ethanol). RXN SMILES: [NH2:1][CH2:2][CH:3]([C:5]1[CH:10]=[CH:9][CH:8]=[C:7]([Cl:11])[CH:6]=1)[OH:4].O=[C:13]([CH3:27])[CH2:14][O:15][C:16]1[CH:21]=[CH:20][C:19]([CH2:22][C:23]([O:25][CH3:26])=[O:24])=[CH:18][CH:17]=1.O>C1C=CC=CC=1>[CH3:26][O:25][C:23]([CH2:22][C:19]1[CH:18]=[CH:17][C:16]([O:15][CH2:14][CH:13]([NH:1][CH2:2][CH:3]([C:5]2[CH:10]=[CH:9][CH:8]=[C:7]([Cl:11])[CH:6]=2)[OH:4])[CH3:27])=[CH:21][CH:20]=1)=[O:24]. The yield is 52.0%.